Dataset: the Open Reaction Database (ORD), a public repository of structured organic reaction records. Task: describe an organic reaction: reactants, conditions, products, and yield Starting materials: [OH-].[NH4+] (ammonium hydroxide), ClC1=NC(=NC(=N1)OC)OC (2-chloro-4,6 dimethoxy-1,3,5 triazine), CN1CCOCC1 (N-methyl morpholine), BrC=1C(N(C(=CC1OCC1=C(C=C(C=C1)F)F)C)CC1=CC=C(O1)C(=O)O)=O (5-{[3-bromo-4-[(2,4-difluorobenzyl)oxy]-6-methyl-2-oxopyridin-1(2H)-yl]methyl}-2-furoic acid). Solvent: C1CCOC1 (THF), [Cl-].[Na+].O (brine). Reaction conditions: time 2 hour. Product: BrC=1C(N(C(=CC1OCC1=C(C=C(C=C1)F)F)C)CC1=CC=C(O1)C(=O)N)=O (5-{[3-bromo-4-[(2,4-difluorobenzyl)oxy]-6-methyl-2-oxopyridin-1(2H)-yl]methyl}-2-furamide). Yield: 74214.1%. RXN SMILES: [Br:1][C:2]1[C:3](=[O:28])[N:4]([CH2:19][C:20]2[O:24][C:23]([C:25](O)=[O:26])=[CH:22][CH:21]=2)[C:5]([CH3:18])=[CH:6][C:7]=1[O:8][CH2:9][C:10]1[CH:15]=[CH:14][C:13]([F:16])=[CH:12][C:11]=1[F:17].ClC1N=C(OC)N=C(OC)[N:31]=1.CN1CCOCC1.[OH-].[NH4+]>C1COCC1.[Cl-].[Na+].O>[Br:1][C:2]1[C:3](=[O:28])[N:4]([CH2:19][C:20]2[O:24][C:23]([C:25]([NH2:31])=[O:26])=[CH:22][CH:21]=2)[C:5]([CH3:18])=[CH:6][C:7]=1[O:8][CH2:9][C:10]1[CH:15]=[CH:14][C:13]([F:16])=[CH:12][C:11]=1[F:17] |f:3.4,6.7.8|. Reported procedure: To a room temperature suspension of 5-{[3-bromo-4-[(2,4-difluorobenzyl)oxy]-6-methyl-2-oxopyridin-1(2H)-yl]methyl}-2-furoic acid (500 mg, 1.10 mmol) in THF (6.0 mL) was added 2-chloro-4,6 dimethoxy-1,3,5 triazine (307 mg, 1.75 mmol) and N-methyl morpholine (NMM, 184 mg, 1.82 mmol) sequentially. The resulting solution was matured for 2 hours and then a saturated aqueous solution of ammonium hydroxide (0.70 mL) was added. The resulting suspension was allowed to continue for 1 additional hour. The ...